Dataset: the Open Reaction Database (ORD), a public repository of structured organic reaction records. Task: describe an organic reaction: reactants, conditions, products, and yield The reactants are COC(=O)CC1CN(CC#Cc2cc(F)cc(F)c2)CCC1CCCc1ccnc2ccc(OC)cc12, CCOCC, [Na+], C1COCCO1, [OH-], O. Yields the product COc1ccc2nccc(CCCC3CCN(CC#Cc4cc(F)cc(F)c4)CC3CC(=O)O)c2c1. Reaction SMILES: [CH3:3][O:4][c:5]1[cH:6][c:7]2[c:8]([CH2:15][CH2:16][CH2:17][CH:18]3[CH:19]([CH2:35][C:36](=[O:37])[O:38][CH3:39])[CH2:20][N:21]([CH2:24][C:25]#[C:26][c:27]4[cH:28][c:29]([F:34])[cH:30][c:31]([F:33])[cH:32]4)[CH2:22][CH2:23]3)[cH:9][cH:10][n:11][c:12]2[cH:13][cH:14]1.[CH3:47][CH2:48][O:49][CH2:50][CH3:51].[Na+:2].[O:40]1[CH2:41][CH2:42][O:43][CH2:44][CH2:45]1.[OH-:1].[OH2:46]>>[CH3:3][O:4][c:5]1[cH:6][c:7]2[c:8]([CH2:15][CH2:16][CH2:17][CH:18]3[CH:19]([CH2:35][C:36](=[O:37])[OH:38])[CH2:20][N:21]([CH2:24][C:25]#[C:26][c:27]4[cH:28][c:29]([F:34])[cH:30][c:31]([F:33])[cH:32]4)[CH2:22][CH2:23]3)[cH:9][cH:10][n:11][c:12]2[cH:13][cH:14]1. Reactants: CN1CCNCC1, CCO, CCn1cc(C(=O)O)c(=O)c2cnc(Cl)cc21. Yields the product CCn1cc(C(=O)O)c(=O)c2cnc(N3CCN(C)CC3)cc21. RXN SMILES: [CH3:18][N:19]1[CH2:20][CH2:21][NH:22][CH2:23][CH2:24]1.[CH3:25][CH2:26][OH:27].[Cl:1][c:2]1[n:3][cH:4][c:5]2[c:6](=[O:17])[c:7]([C:14](=[O:15])[OH:16])[cH:8][n:9]([CH2:12][CH3:13])[c:10]2[cH:11]1>>[c:2]1([N:22]2[CH2:21][CH2:20][N:19]([CH3:18])[CH2:24][CH2:23]2)[n:3][cH:4][c:5]2[c:6](=[O:17])[c:7]([C:14](=[O:15])[OH:16])[cH:8][n:9]([CH2:12][CH3:13])[c:10]2[cH:11]1.